From a dataset of the Open Reaction Database (ORD), a public repository of structured organic reaction records. describe an organic reaction: reactants, conditions, products, and yield The reactants are O=C(Cl)Oc1ccc(Oc2ccc(C(F)(F)F)cn2)cc1, c1ccc(C(c2ccccc2)N2CCNCC2)cc1. Product: O=C(Oc1ccc(Oc2ccc(C(F)(F)F)cn2)cc1)N1CCN(C(c2ccccc2)c2ccccc2)CC1, Cl. RXN SMILES: [Cl:1][C:2](=[O:3])[O:4][c:5]1[cH:6][cH:7][c:8]([O:11][c:12]2[n:13][cH:14][c:15]([C:18]([F:19])([F:20])[F:21])[cH:16][cH:17]2)[cH:9][cH:10]1.[c:22]1([CH:28]([N:29]2[CH2:30][CH2:31][NH:32][CH2:33][CH2:34]2)[c:35]2[cH:36][cH:37][cH:38][cH:39][cH:40]2)[cH:23][cH:24][cH:25][cH:26][cH:27]1>>[C:2](=[O:3])([O:4][c:5]1[cH:6][cH:7][c:8]([O:11][c:12]2[n:13][cH:14][c:15]([C:18]([F:19])([F:20])[F:21])[cH:16][cH:17]2)[cH:9][cH:10]1)[N:32]1[CH2:31][CH2:30][N:29]([CH:28]([c:22]2[cH:23][cH:24][cH:25][cH:26][cH:27]2)[c:35]2[cH:36][cH:37][cH:38][cH:39][cH:40]2)[CH2:34][CH2:33]1.[ClH:1]. Starting materials: C(C)(=O)OC=1C(=C(C2=C(C(C(O2)(C)C)CBr)C1C)C)C (5-acetoxy-3-bromomethyl-2,3-dihydro-2,2,4,6,7-pentamethyl-1-benzofuran), C1(C=2C(C(N1)=O)=CC=CC2)=O.[K] (potassium phthalimide), O (Water). The solvent is CN(C=O)C (dimethylformamide). Conditions: temperature 60 celsius, time 48 hour. The product is C(C)(=O)OC=1C(=C(C2=C(C(C(O2)(C)C)CN2C(C=3C(C2=O)=CC=CC3)=O)C1C)C)C (2,3-dihydro-2,2,4,6,7-pentamethyl-3-phthalimidomethyl-1-benzofuran-5-ol acetate). RXN SMILES: [C:1]([O:4][C:5]1[C:6]([CH3:20])=[C:7]([CH3:19])[C:8]2[O:12][C:11]([CH3:14])([CH3:13])[CH:10]([CH2:15]Br)[C:9]=2[C:17]=1[CH3:18])(=[O:3])[CH3:2].[C:21]1(=[O:31])[NH:25][C:24](=[O:26])[C:23]2=[CH:27][CH:28]=[CH:29][CH:30]=[C:22]12.[K].O>CN(C)C=O>[C:1]([O:4][C:5]1[C:6]([CH3:20])=[C:7]([CH3:19])[C:8]2[O:12][C:11]([CH3:14])([CH3:13])[CH:10]([CH2:15][N:25]3[C:24](=[O:26])[C:23]4=[CH:27][CH:28]=[CH:29][CH:30]=[C:22]4[C:21]3=[O:31])[C:9]=2[C:17]=1[CH3:18])(=[O:3])[CH3:2] |f:1.2,^1:31|. Procedure details: A mixture of 4.75 g of 5-acetoxy-3-bromomethyl-2,3-dihydro-2,2,4,6,7-pentamethyl-1-benzofuran (see Example 3) and 2.58 g (1 equivalent)of potassium phthalimide in 50 ml of dry dimethylformamide is stirred at 60° C. for 48 hours. Water is added and the product is extracted twice with ethyl ether. The extract is washed with water and brine, and is dried over anhydrous sodium sulfate. After filtration, evaporation of the solvent leaves a residue that is crystallized from ethyl acetate/heptane. The ... The reactants are [OH-].[Na+] (sodium hydroxide), I.N[C@H]1[C@@H]2N(C(=C(CS2)C[N+]2(CCCC2)C)C(=O)[O-])C1=O ((6R,7R)-7-amino-3-(1-methyl-1-pyrrolidinio)methylceph-3-em-4-carboxylate monohydroiodide), [OH-].[Na+] (sodium hydroxide), [OH-].[Na+] (sodium hydroxide), C=1C=CC2=C(C1)N=NN2O (HOBT), CO/N=C(/C1=CSC(=N1)N)\C(=O)O (syn-2-(2-aminothiazol-4-yl)-2-methoxyiminoacetic acid), [OH-].[Na+] (sodium hydroxide), [OH-].[Na+] (sodium hydroxide). The solvent is O1CCCC1 (tetrahydrofuran), O (water). Yields the product NC=1SC=C(N1)/C(/C(=O)NC1[C@@H]2N(C(=C(CS2)C[N+]2(CCCC2)C)C(=O)[O-])C1=O)=N/OC (7-[α-(2-Aminothiazol-4-yl)-α-(Z)-methoxyiminoacetamido]-3-[(1-methyl-1-pyrrolidinio)methyl]-3-cephem-4-carboxylate). Reaction SMILES: I.[NH2:2][C@@H:3]1[C:20](=[O:21])[N:5]2[C:6]([C:17]([O-:19])=[O:18])=[C:7]([CH2:10][N+:11]3([CH3:16])[CH2:15][CH2:14][CH2:13][CH2:12]3)[CH2:8][S:9][C@H:4]12.[OH-].[Na+].C1C=CC2N(O)N=NC=2C=1.[CH3:34][O:35]/[N:36]=[C:37](\[C:44](O)=[O:45])/[C:38]1[N:42]=[C:41]([NH2:43])[S:40][CH:39]=1>O.O1CCCC1>[NH2:43][C:41]1[S:40][CH:39]=[C:38](/[C:37](=[N:36]/[O:35][CH3:34])/[C:44]([NH:2][CH:3]2[C:20](=[O:21])[N:5]3[C:6]([C:17]([O-:19])=[O:18])=[C:7]([CH2:10][N+:11]4([CH3:16])[CH2:15][CH2:14][CH2:13][CH2:12]4)[CH2:8][S:9][C@H:4]23)=[O:45])[N:42]=1 |f:0.1,2.3|. Procedure details: A total of 12.76 g (30 mmoles) of (6R,7R)-7-amino-3-(1-methyl-1-pyrrolidinio)methylceph-3-em-4-carboxylate monohydroiodide (prepared in Example 19) was suspended in 87 ml of water with good stirring at 20°-25° C. The slurry was cooled to 8°-10° C., and the pH was raised to 5.80 at 7° C. by dropwise addition of 13.0 ml (26 mmoles, 0.87 equivalents) of 2N sodium hydroxide solution over a period of 35 minutes. Next, 555 ml of tetrahydrofuran was added, and the pH of the resulting solution was incre... The reactants are CC(=O)O[BH-](OC(C)=O)OC(C)=O, O=C([O-])O, CC(=O)O, ClC(Cl)Cl, O=CCn1c(=O)cc(Cl)c2ccccc21, [Na+], [Na+], CC(C)(C)OC(=O)N(Cc1ccc2c(c1)OCCO2)C1CCNCC1. Product: CC(C)(C)OC(=O)N(Cc1ccc2c(c1)OCCO2)C1CCN(CCn2c(=O)cc(Cl)c3ccccc32)CC1. RXN SMILES: [C:41]([O:42][BH-:43]([O:44][C:45](=[O:46])[CH3:47])[O:48][C:49](=[O:50])[CH3:51])(=[O:52])[CH3:53].[C:55](=[O:56])([O-:57])[OH:58].[CH3:60][C:61](=[O:62])[OH:63].[CH:64]([Cl:65])([Cl:66])[Cl:67].[Cl:1][c:2]1[cH:3][c:4](=[O:15])[n:5]([CH2:12][CH:13]=[O:14])[c:6]2[cH:7][cH:8][cH:9][cH:10][c:11]12.[Na+:54].[Na+:59].[O:16]1[CH2:17][CH2:18][O:19][c:20]2[c:21]1[cH:22][cH:23][c:24]([CH2:26][N:27]([C:28]([O:29][C:30]([CH3:31])([CH3:32])[CH3:33])=[O:34])[CH:35]1[CH2:36][CH2:37][NH:38][CH2:39][CH2:40]1)[cH:25]2>>[Cl:1][c:2]1[cH:3][c:4](=[O:15])[n:5]([CH2:12][CH2:13][N:38]2[CH2:37][CH2:36][CH:35]([N:27]([CH2:26][c:24]3[cH:23][cH:22][c:21]4[c:20]([cH:25]3)[O:19][CH2:18][CH2:17][O:16]4)[C:28]([O:29][C:30]([CH3:31])([CH3:32])[CH3:33])=[O:34])[CH2:40][CH2:39]2)[c:6]2[cH:7][cH:8][cH:9][cH:10][c:11]12. Reactants: [Cu]I, CNc1cc2c(cc1F)C(=O)NCO2, Nc1ccc(I)cn1, [K+], [K+], [K+], C1COCCO1, O, O=P([O-])([O-])[O-]. Yields the product CNc1cc2c(cc1F)C(=O)N(c1ccc(N)nc1)CO2. As a reaction SMILES: [Cu:38][I:39].[F:1][c:2]1[c:3]([NH:13][CH3:14])[cH:4][c:5]2[c:6]([cH:12]1)[C:7](=[O:11])[NH:8][CH2:9][O:10]2.[I:15][c:16]1[cH:17][cH:18][c:19]([NH2:22])[n:20][cH:21]1.[K+:28].[K+:29].[K+:30].[O:32]1[CH2:33][CH2:34][O:35][CH2:36][CH2:37]1.[OH2:31].[P:23]([O-:24])([O-:25])([O-:26])=[O:27]>>[F:1][c:2]1[c:3]([NH:13][CH3:14])[cH:4][c:5]2[c:6]([cH:12]1)[C:7](=[O:11])[N:8]([c:16]1[cH:17][cH:18][c:19]([NH2:22])[n:20][cH:21]1)[CH2:9][O:10]2. Reactants: C1=NC(=CC2=CC=CC=C12)C(=O)OC (methyl 3-isoquinolinecarboxylate), [H-].C(C(C)C)[Al+]CC(C)C (diisobutylaluminum hydride). RXN SMILES: [CH:1]1[C:10]2[C:5](=[CH:6][CH:7]=[CH:8][CH:9]=2)[CH:4]=[C:3]([C:11](OC)=[O:12])[N:2]=1.[H-].C([Al+]CC(C)C)C(C)C>C1(C)C=CC=CC=1>[CH:1]1[C:10]2[C:5](=[CH:6][CH:7]=[CH:8][CH:9]=2)[CH:4]=[C:3]([CH:11]=[O:12])[N:2]=1 |f:1.2|. Solvent: C1(=CC=CC=C1)C (toluene). Procedure details: A solution of methyl 3-isoquinolinecarboxylate (2.0 g, 10.7 mmol) in toluene was cooled to −78° C. To the solution was added diisobutylaluminum hydride (1M in toluene, 21.4 mL, 21.4 mmol) slowly over 15 minutes via syringe. While still at −78° C., the reaction was quenched with a solution of ether (80 mL), acetic acid (20 mL) and water (8 mL) and then the mixture was allowed to slowly warm to room temperature overnight. The organics were decanted and the solvent was evaporated. Flash column chro... Yields the product ethyl acetate hexanes, C1=NC(=CC2=CC=CC=C12)C=O (Isoquinoline-3-carbaldehyde). Yield: 65.4%. The reactants are O=C(Cl)CCC(=O)Cl, CN(C)C=O, CN(C)c1ccncc1, Nc1nc(Nc2ccc(O)c(Cl)c2)cc(-c2ccccc2)n1, O. The product is O=C1CCC(=O)N1c1nc(Nc2ccc(O)c(Cl)c2)cc(-c2ccccc2)n1. RXN SMILES: [C:23]([CH2:24][CH2:25][C:26](=[O:27])[Cl:30])([Cl:28])=[O:29].[CH3:31][N:32]([CH3:33])[CH:34]=[O:35].[CH3:36][N:37]([c:38]1[cH:39][cH:40][n:41][cH:42][cH:43]1)[CH3:44].[NH2:1][c:2]1[n:3][c:4](-[c:17]2[cH:18][cH:19][cH:20][cH:21][cH:22]2)[cH:5][c:6]([NH:8][c:9]2[cH:10][c:11]([Cl:16])[c:12]([OH:15])[cH:13][cH:14]2)[n:7]1.[OH2:45]>>[N:1]1([c:2]2[n:3][c:4](-[c:17]3[cH:18][cH:19][cH:20][cH:21][cH:22]3)[cH:5][c:6]([NH:8][c:9]3[cH:10][c:11]([Cl:16])[c:12]([OH:15])[cH:13][cH:14]3)[n:7]2)[C:23](=[O:29])[CH2:24][CH2:25][C:26]1=[O:27].